The task is: describe an organic reaction: reactants, conditions, products, and yield. This data is from the Open Reaction Database (ORD), a public repository of structured organic reaction records. The solvent is C(C)OCC (diethyl ether), C(C)O (ethanol). Yields the product F[B-](F)(F)F.[N+](=[N-])=C1CC(=C(N=C1)CCCCN)C (5-diazo-2-(4-aminobutyl)-3-methylpyridine fluoroborate). Reactants: NC=1C=C(C(=NC1)CCCCN)C (5-amino-2-[4-aminobutyl]-3-methylpyridine), F[B-](F)(F)F.[H+] (fluoroboric acid), N(=O)OCCCCC (amyl nitrite). Conditions: time 15 minute. Reported procedure: A cooled (0° C.) mixture of 5-amino-2-[4-aminobutyl]-3-methylpyridine (0.86 g) and fluoroboric acid (5 ml) in ethanol (30 ml) was reacted with amyl nitrite (3 ml) over 15 minutes and then stirred for a further 15 minutes, diluted with diethyl ether at 0° C. to give 5-diazo-2-(4-aminobutyl)-3-methylpyridine fluoroborate (1.88 g) m.p. 80°-120° C. (dec). RXN SMILES: [NH2:1][C:2]1[CH:3]=[C:4]([CH3:13])[C:5]([CH2:8][CH2:9][CH2:10][CH2:11][NH2:12])=[N:6][CH:7]=1.[F:14][B-:15]([F:18])([F:17])[F:16].[H+].[N:20](OCCCCC)=O>C(O)C.C(OCC)C>[F:14][B-:15]([F:18])([F:17])[F:16].[N+:1](=[C:2]1[CH:7]=[N:6][C:5]([CH2:8][CH2:9][CH2:10][CH2:11][NH2:12])=[C:4]([CH3:13])[CH2:3]1)=[N-:20] |f:1.2,6.7|. Starting materials: S1C=C(C2=C1C=CC=C2)CC(=O)O (3-benzothienylacetic acid), [H-].[H-].[H-].[H-].[Li+].[Al+3] (LAH). The solvent is C1CCOC1 (THF), C1CCOC1 (THF). Conditions: time 8 hour. Yields the product S1C2=C(C(=C1)CCO)C=CC=C2 (2-(benzo[b]thiophen-3-yl)ethanol). RXN SMILES: [S:1]1[C:5]2[CH:6]=[CH:7][CH:8]=[CH:9][C:4]=2[C:3]([CH2:10][C:11](O)=[O:12])=[CH:2]1.[H-].[H-].[H-].[H-].[Li+].[Al+3]>C1COCC1>[S:1]1[CH:2]=[C:3]([CH2:10][CH2:11][OH:12])[C:4]2[CH:9]=[CH:8][CH:7]=[CH:6][C:5]1=2 |f:1.2.3.4.5.6|. Procedure: A solution of 3-benzothienylacetic acid (5.2 mmol) in 10 mL of anhydrous THF was slowly added to a stirred solution of LAH (10.4 mmol) in 50 mL of THF at 0° C. The ice bath was removed and the solution was stirred overnight, while it was allowed to warm to room temperature. The reaction was quenched by addition of water, 10% aqueous NaOH. The mixture was filtered over Celite and the filtrate was concentrated to give 2-(benzo[b]thiophen-3-yl)ethanol, which was used for tosylation. Starting materials: CCN=C=NCCCN(C)C, ClCCl, CCCCCCCCC(=O)O, CN(C)c1ccncc1, Cl, NCc1ccc(F)cc1F. Product: CCCCCCCCC(=O)NCc1ccc(F)cc1F. RXN SMILES: [CH2:23]([N:24]=[C:25]=[N:26][CH2:27][CH2:28][CH2:29][N:30]([CH3:31])[CH3:32])[CH3:33].[CH2:34]([Cl:35])[Cl:36].[CH3:11][CH2:12][CH2:13][CH2:14][CH2:15][CH2:16][CH2:17][CH2:18][C:19]([OH:20])=[O:21].[CH3:37][N:38]([c:39]1[cH:40][cH:41][n:42][cH:43][cH:44]1)[CH3:45].[ClH:22].[F:1][c:2]1[c:3]([CH2:4][NH2:5])[cH:6][cH:7][c:8]([F:10])[cH:9]1>>[F:1][c:2]1[c:3]([CH2:4][NH:5][C:19]([CH2:18][CH2:17][CH2:16][CH2:15][CH2:14][CH2:13][CH2:12][CH3:11])=[O:20])[cH:6][cH:7][c:8]([F:10])[cH:9]1. Procedure details: Chlorine gas is passed into a stirred slurry of 6.4 g. of dimethyl-2-nitro-5-mercaptoisophthalate in a mixture of 50 ml. of acetic acid and 15 ml. of water. The temperature of the reaction rises to 70° C. as all the solid goes into solution. Introduction of chlorine is continued as a heavy precipitate forms. Stirring is continued for 15 min.; then the mixture is diluted with 300 ml. of water. The solid is collected, washed with water and dried, giving 7.5 g. of the sulfonyl chloride, m.p. 124°-1... Solvent: O (water), O (water). Reaction conditions: time 15 minute. The reactants are S(=O)(=O)(Cl)Cl (sulfonyl chloride), ClCl (Chlorine), ClCl (chlorine), COC(C1=C(C(C(=O)OC)=CC(=C1)S)[N+](=O)[O-])=O (dimethyl-2-nitro-5-mercaptoisophthalate), C(C)(=O)O (acetic acid). RXN SMILES: ClCl.[CH3:3][O:4][C:5](=[O:20])[C:6]1[CH:15]=[C:14](S)[CH:13]=[C:8]([C:9]([O:11][CH3:12])=[O:10])[C:7]=1[N+:17]([O-:19])=[O:18].C(O)(=O)C.[S:25]([Cl:29])(Cl)(=[O:27])=[O:26]>O>[CH3:12][O:11][C:9](=[O:10])[C:8]1[CH:13]=[C:14]([S:25]([Cl:29])(=[O:27])=[O:26])[CH:15]=[C:6]([C:5]([O:4][CH3:3])=[O:20])[C:7]=1[N+:17]([O-:19])=[O:18]. The product is COC(C1=C(C(C(=O)OC)=CC(=C1)S(=O)(=O)Cl)[N+](=O)[O-])=O (Dimethyl-2-nitro-5-chlorosulfonylisophthalate). Starting materials: BrC1=C2C=CN=CC2=C(C=C1)[N+](=O)[O-] (5-bromo-8-nitroisoquinoline), amine, solution, [Cl-].[NH4+] (ammonium chloride). The reagents and catalysts are [Fe] (iron). Run in CO (MeOH). Conditions: temperature 100 celsius, time 3 hour. Product: BrC1=C2C=CN=CC2=C(C=C1)N (5-Bromoisoquinolin-8-amine). The yield is 68.1%. RXN SMILES: [Br:1][C:2]1[CH:11]=[CH:10][C:9]([N+:12]([O-])=O)=[C:8]2[C:3]=1[CH:4]=[CH:5][N:6]=[CH:7]2.[Cl-].[NH4+]>CO.[Fe]>[Br:1][C:2]1[CH:11]=[CH:10][C:9]([NH2:12])=[C:8]2[C:3]=1[CH:4]=[CH:5][N:6]=[CH:7]2 |f:1.2|. Procedure details: A 3-neck flask was charged with 5-bromo-8-nitroisoquinoline (4 g, 15.8 mmol) and dissolved in MeOH (50 mL). A condenser was affixed and the mixture was heated to 100° C. Aqueous (20 mL) solution of ammonium chloride (4.12 g, 79 mmol) was added slowly, followed by iron powder (3 g, 53.7 mmol). The heterogeneous mixture was stirred at 100° C. for 3 h. LCMS confirmed complete reduction to the amine. The mixture was filtered and the solution was concentrated under reduced pressure to give a brown so... The reactants are CCO, NN, O, O=C1CC(c2ccccc2)CCO1. Product: NNC(=O)CC(CCO)c1ccccc1. As a reaction SMILES: [CH3:17][CH2:18][OH:19].[NH2:2][NH2:3].[OH2:1].[c:4]1([CH:10]2[CH2:11][C:12](=[O:16])[O:13][CH2:14][CH2:15]2)[cH:5][cH:6][cH:7][cH:8][cH:9]1>>[NH:2]([NH2:3])[C:12]([CH2:11][CH:10]([c:4]1[cH:5][cH:6][cH:7][cH:8][cH:9]1)[CH2:15][CH2:14][OH:13])=[O:16]. Yields the product C1(CC1)C1=NOC(=N1)C=1C=C(C(N2N=CC3=C(C21)SC=C3)=O)C3=CC=CC=C3 (10-(3-cyclopropyl-1,2,4 oxadiazol-5-yl)-7-oxo-8-phenyl-7H-pyrido[1,2-b]thieno[2,3-d]pyridazine), O=C1C(=CC=C2N1N=CC1=C2SC=C1)C1=CC=CC=C1 (7-oxo-8-phenyl-7H-pyrido[1,2-b]thieno[2,3-d]pyridazine). RXN SMILES: [O:1]=[C:2]1[N:7]2[N:8]=[CH:9][C:10]3[CH:14]=[CH:13][S:12][C:11]=3[C:6]2=[C:5]([C:15]([OH:17])=O)[CH:4]=[C:3]1[C:18]1[CH:23]=[CH:22][CH:21]=[CH:20][CH:19]=1.[CH:24]1([C:27](=[N:29]O)[NH2:28])[CH2:26][CH2:25]1>C(O)(=O)C>[CH:24]1([C:27]2[N:29]=[C:15]([C:5]3[CH:4]=[C:3]([C:18]4[CH:23]=[CH:22][CH:21]=[CH:20][CH:19]=4)[C:2](=[O:1])[N:7]4[C:6]=3[C:11]3[S:12][CH:13]=[CH:14][C:10]=3[CH:9]=[N:8]4)[O:17][N:28]=2)[CH2:26][CH2:25]1.[O:1]=[C:2]1[N:7]2[N:8]=[CH:9][C:10]3[CH:14]=[CH:13][S:12][C:11]=3[C:6]2=[CH:5][CH:4]=[C:3]1[C:18]1[CH:23]=[CH:22][CH:21]=[CH:20][CH:19]=1. Procedure details: The acid chloride prepared from 2.58 g of 7-oxo-8-phenyl-7H-pyrido[1,2-b]thieno[2,3-d]pyridazine-10-carboxylic acid in accordance with Example 3a) is heated under reflux with 0.8 g of cyclopropanecarboxamide oxime in 50 ml of acetic acid until the reaction is complete. The solvent is removed in vacuo and the residue is chromatographed on silica gel. After recrystallization from ethyl acetate there are obtained 10-(3-cyclopropyl-1,2,4 oxadiazol-5-yl)-7-oxo-8-phenyl-7H-pyrido[1,2-b]thieno[2,3-d]py... Run in C(C)(=O)O (acetic acid). Starting materials: acid chloride, O=C1C(=CC(=C2N1N=CC1=C2SC=C1)C(=O)O)C1=CC=CC=C1 (7-oxo-8-phenyl-7H-pyrido[1,2-b]thieno[2,3-d]pyridazine-10-carboxylic acid), C1(CC1)C(N)=NO (cyclopropanecarboxamide oxime).